describe an organic reaction: reactants, conditions, products, and yield From a dataset of the Open Reaction Database (ORD), a public repository of structured organic reaction records. Reactants: COC([C@H](CCC(F)(F)F)NC(=O)OCC1=CC=CC=C1)=O ((S)-2-benzyloxycarbonylamino-5,5,5-trifluoropentanoic acid methyl ester), [Li+].[BH4-] (LiBH4). The solvent is C1CCOC1 (THF). The product is C(C1=CC=CC=C1)OC(N[C@@H](CCC(F)(F)F)CO)=O ((S)-(4,4,4-trifluoro-1-hydroxymethyl-butyl)-carbamic acid benzyl ester). As a reaction SMILES: C[O:2][C:3](=O)[C@@H:4]([NH:11][C:12]([O:14][CH2:15][C:16]1[CH:21]=[CH:20][CH:19]=[CH:18][CH:17]=1)=[O:13])[CH2:5][CH2:6][C:7]([F:10])([F:9])[F:8].[Li+].[BH4-]>C1COCC1>[CH2:15]([O:14][C:12](=[O:13])[NH:11][C@H:4]([CH2:3][OH:2])[CH2:5][CH2:6][C:7]([F:10])([F:9])[F:8])[C:16]1[CH:21]=[CH:20][CH:19]=[CH:18][CH:17]=1 |f:1.2|. Procedure: (2S)-2-Benzyloxycarbonylamino-5,5,5-trifluoropentanoic acid methyl ester from Step 2 was dissolved in dry THF (400 mL). A solution of LiBH4 (2.11 g in 100 mL of dry THF) was added dropwise with stirring and the solution was allowed to stir at ambient temperature overnight. The reaction mixture was concentrated by rotary evaporation and 400 mL of water was added. The pH was then adjusted to pH 2 by addition of concentrated HCl and then the product was extracted into ethyl acetate. The organic pha... The reactants are C(C)C=1C=NC(=NC1)NCCC1=C(C(=C(C=C1)OC)C)C (5-ethyl-N-[2-(4-methoxy-2,3-dimethylphenyl)ethyl]pyrimidin-2-amine), FC(OC1=CC=C(CBr)C=C1)(F)F (4-trifluoromethoxy benzyl bromide). The product is C(C)C=1C=NC(=NC1)N(CCC1=C(C(=C(C=C1)O)C)C)CC1=CC=C(C=C1)OC(F)(F)F (4-(2-{(5-Ethylpyrimidin-2-yl)[4-(trifluoromethoxy)benzyl]amino}ethyl)-2,3-dimethylphenol). As a reaction SMILES: [CH2:1]([C:3]1[CH:4]=[N:5][C:6]([NH:9][CH2:10][CH2:11][C:12]2[CH:17]=[CH:16][C:15]([O:18]C)=[C:14]([CH3:20])[C:13]=2[CH3:21])=[N:7][CH:8]=1)[CH3:2].[F:22][C:23]([F:34])([F:33])[O:24][C:25]1[CH:32]=[CH:31][C:28]([CH2:29]Br)=[CH:27][CH:26]=1>>[CH2:1]([C:3]1[CH:4]=[N:5][C:6]([N:9]([CH2:29][C:28]2[CH:31]=[CH:32][C:25]([O:24][C:23]([F:22])([F:33])[F:34])=[CH:26][CH:27]=2)[CH2:10][CH2:11][C:12]2[CH:17]=[CH:16][C:15]([OH:18])=[C:14]([CH3:20])[C:13]=2[CH3:21])=[N:7][CH:8]=1)[CH3:2]. Reported procedure: Similarly prepared from 5-ethyl-N-[2-(4-methoxy-2,3-dimethylphenyl)ethyl]pyrimidin-2-amine and 4-trifluoromethoxy benzyl bromide. Reactants: O=C(O)c1ccnc(Br)c1, CCN=C=NCCCN(C)C, CO, ClCCl, Cl. The product is COC(=O)c1ccnc(Br)c1. Reaction SMILES: [Br:1][c:2]1[cH:3][c:4]([C:5](=[O:6])[OH:7])[cH:8][cH:9][n:10]1.[CH2:14]([N:15]=[C:16]=[N:17][CH2:18][CH2:19][CH2:20][N:21]([CH3:22])[CH3:23])[CH3:24].[CH3:11][OH:12].[Cl:25][CH2:26][Cl:27].[ClH:13]>>[Br:1][c:2]1[cH:3][c:4]([C:5](=[O:6])[O:7][CH3:14])[cH:8][cH:9][n:10]1.